Dataset: the Open Reaction Database (ORD), a public repository of structured organic reaction records. Task: describe an organic reaction: reactants, conditions, products, and yield Reactants: C(C)(C)C=1N=C(SC1)N (4-isopropyl-thiazol-2-ylamine), C(C)(=O)O (acetic acid), ICl (iodine monochloride). The solvent is C(Cl)Cl (CH2Cl2). Run at time 0.5 hour. Product: IC1=C(N=C(S1)N)C(C)C (5-Iodo-4-isopropyl-thiazol-2-ylamine). RXN SMILES: [CH:1]([C:4]1[N:5]=[C:6]([NH2:9])[S:7][CH:8]=1)([CH3:3])[CH3:2].C(O)(=O)C.[I:14]Cl>C(Cl)Cl>[I:14][C:8]1[S:7][C:6]([NH2:9])=[N:5][C:4]=1[CH:1]([CH3:3])[CH3:2]. Reported procedure: The above prepared 4-isopropyl-thiazol-2-ylamine (1.020 g, 7.17 mmol) was dissolved in 14 mL of CH2Cl2 and 2.8 mL of acetic acid and treated at 0° C. with iodine monochloride (7.53 mL of 1M in CH2Cl2, 1.05 eq.) and kept at this temperature for 0.5 h. Pouring onto crashed ice/Na2CO3, twofold extraction with ethyl acetate, washing with water and brine, drying over sodium sulfate, and evaporation to dryness yielded 1.922 g of the title compound as dark brown viscous oil, sufficiently pure to be use... Yields the product Cl.ClC1=C(C=CC=C1)\C(=C/OCCN1C[C@@H](CCC1)C(=O)O)\C1=CC=CC=C1 (Z-(R)-1-[2-[[2-(2-Chlorophenyl)-2-phenylethenyl]oxy]-ethyl]-3-piperidine carboxylic acid hydrochloride). Procedure: E or Z-(R)-1-[2-[[2-(2-Chlorophenyl)-2-phenylethenyl]oxy]-ethyl]-3-piperidine carboxylic acid ethyl ester (1.0 g, 0.0024 mol) (prepared as described in Method A) was dissolved in ethanol (10 ml) and 10N sodium hydroxide solution (2.42 ml) was introduced. After stirring the solution at room temperature for 5 h, water (100 ml) was added and the mixture was neutralized with 2N hydrochloric acid solution. Evaporation of ethanol under reduced pressure gave an aqueous solution, which was acidified to ... RXN SMILES: C([O:3][C:4]([C@@H:6]1[CH2:11][CH2:10][CH2:9][N:8]([CH2:12][CH2:13][O:14]/[CH:15]=[C:16](\[C:23]2[CH:28]=[CH:27][CH:26]=[CH:25][C:24]=2[Cl:29])/[C:17]2[CH:22]=[CH:21][CH:20]=[CH:19][CH:18]=2)[CH2:7]1)=[O:5])C.[OH-].[Na+].O.Cl>C(O)C>[ClH:29].[Cl:29][C:24]1[CH:25]=[CH:26][CH:27]=[CH:28][C:23]=1/[C:16](/[C:17]1[CH:22]=[CH:21][CH:20]=[CH:19][CH:18]=1)=[CH:15]\[O:14][CH2:13][CH2:12][N:8]1[CH2:9][CH2:10][CH2:11][C@@H:6]([C:4]([OH:5])=[O:3])[CH2:7]1 |f:1.2,6.7|. Solvent: C(C)O (ethanol). Reactants: Cl (hydrochloric acid), C(C)OC(=O)[C@H]1CN(CCC1)CCO\C=C(\C1=CC=CC=C1)/C1=C(C=CC=C1)Cl (Z-(R)-1-[2-[[2-(2-Chlorophenyl)-2-phenylethenyl]oxy]-ethyl]-3-piperidine carboxylic acid ethyl ester), [OH-].[Na+] (sodium hydroxide), O (water), Cl (hydrochloric acid). Conditions: time 5 hour. The reactants are OCCCC=O (4-hydroxybutanal), C(C=C)O (allyl alcohol). The reagents and catalysts are Cl (hydrochloric acid). Run in CCCCCC (hexane), hexanes. Run at time 3 hour. Product: C(C=C)OC1OCCC1 (2-allyloxytetrahydrofuran). The yield is 93.0%. Reaction SMILES: [OH:1][CH2:2][CH2:3][CH2:4][CH:5]=[O:6].[CH2:7](O)[CH:8]=[CH2:9]>Cl.CCCCCC>[CH2:9]([O:6][CH:5]1[CH2:4][CH2:3][CH2:2][O:1]1)[CH:8]=[CH2:7]. Reported procedure: The procedure of Example 1 is followed with 4-hydroxybutanal (20.0 g of 11.5 wt. % solution, 26 mmol, 1.0 eq.), allyl alcohol (3.26 g, 56 mmol, 2.2 eq.), and hexanes (50 mL). Concentrated hydrochloric acid (2 drops) is used in place of the ion-exchange resin. After 3 h of stirring at room temperature, the hexane phase contains 8.8% of 2-allyloxytetrahydrofuran (3.1 g, 92.5% yield). Reactants: C=CC(=O)OC, CCCCN, O. The product is CCCCNCCC(=O)OC. RXN SMILES: [C:1]([CH:2]=[CH2:3])(=[O:4])[O:5][CH3:6].[CH2:7]([CH2:8][CH2:9][CH3:10])[NH2:11].[OH2:12]>>[C:1]([CH2:2][CH2:3][NH:11][CH2:7][CH2:8][CH2:9][CH3:10])(=[O:4])[O:5][CH3:6].